This data is from the Open Reaction Database (ORD), a public repository of structured organic reaction records. The task is: describe an organic reaction: reactants, conditions, products, and yield Conditions: time 90 minute. Starting materials: COC1=CC=C2C(=CC=NC2=C1)OCC1=NN=C2N1N=C(C=C2)C2=CC=1CN(CCC1S2)C(=O)OC(C)(C)C (tert-butyl 2-(3-((7-methoxyquinolin-4-yloxy)methyl)-[1,2,4]triazolo[4,3-b]pyridazin-6-yl)-6,7-dihydrothieno[3,2-c]pyridine-5(4H)-carboxylate), FC(C(=O)O)(F)F (trifluoroacetic acid). The product is COC1=CC=C2C(=CC=NC2=C1)OCC1=NN=C2N1N=C(C=C2)C2=CC=1CNCCC1S2 (7-methoxy-4-((6-(4,5,6,7-tetrahydrothieno[3,2-c]pyridin-2-yl)-[1,2,4]-triazolo[4,3-b]pyridazin-3-yl)methoxy)quinoline). Procedure: To a solution of tert-butyl 2-(3-((7-methoxyquinolin-4-yloxy)methyl)-[1,2,4]triazolo[4,3-b]pyridazin-6-yl)-6,7-dihydrothieno[3,2-c]pyridine-5(4H)-carboxylate (0.27 g, 0.50 mmol) (prepared according to general method A) was added trifluoroacetic acid (0.77 mL, 10 mmol). The mixture was stirred at room temperature for 90 minutes, then was concentrated, taken up in 2.0 M ammonia in methanol and purified by MPLC (eluted with a gradient of 0 to 10% methanol in dichloromethane) to yield the product as... RXN SMILES: [CH3:1][O:2][C:3]1[CH:12]=[C:11]2[C:6]([C:7]([O:13][CH2:14][C:15]3[N:19]4[N:20]=[C:21]([C:24]5[S:32][C:31]6[CH2:30][CH2:29][N:28](C(OC(C)(C)C)=O)[CH2:27][C:26]=6[CH:25]=5)[CH:22]=[CH:23][C:18]4=[N:17][N:16]=3)=[CH:8][CH:9]=[N:10]2)=[CH:5][CH:4]=1.FC(F)(F)C(O)=O>>[CH3:1][O:2][C:3]1[CH:12]=[C:11]2[C:6]([C:7]([O:13][CH2:14][C:15]3[N:19]4[N:20]=[C:21]([C:24]5[S:32][C:31]6[CH2:30][CH2:29][NH:28][CH2:27][C:26]=6[CH:25]=5)[CH:22]=[CH:23][C:18]4=[N:17][N:16]=3)=[CH:8][CH:9]=[N:10]2)=[CH:5][CH:4]=1. Starting materials: O=C1CCC(=O)N1Br, Cc1ccc2ccc(=O)oc2c1, ClC(Cl)Cl. The product is O=c1ccc2ccc(CBr)cc2o1. Reaction SMILES: [Br:13][N:14]1[C:15](=[O:16])[CH2:17][CH2:18][C:19]1=[O:20].[CH3:1][c:2]1[cH:3][cH:4][c:5]2[cH:6][cH:7][c:8](=[O:12])[o:9][c:10]2[cH:11]1.[CH:21]([Cl:22])([Cl:23])[Cl:24]>>[CH2:1]([c:2]1[cH:3][cH:4][c:5]2[cH:6][cH:7][c:8](=[O:12])[o:9][c:10]2[cH:11]1)[Br:13]. The reactants are Cl (hydrochloric acid), CC=1SC2=C(N1)C=CC=C2S(=O)(=O)N (2-Methyl-7-benzothiazolesulfonamide), COC1=NC(=NC(=C1)C)NC(OC)=O (4-methoxy-6-methylpyrimidin-2-yl-carbamic acid, methyl ester), C[Al](C)C (trimethylaluminum). The solvent is ClCCCl (1,2-dichloroethane). Reaction conditions: temperature 0 celsius. The product is COC1=NC(=NC(=C1)C)NC(=O)NS(=O)(=O)C1=CC=CC=2N=C(SC21)C (N-[(4-methoxy-6-methylpyrimidin-2-yl)aminocarbonyl]-2-methyl-7-benzothiazolesulfonamide). Yield: 17.4%. Reaction SMILES: [CH3:1][C:2]1[S:3][C:4]2[C:10]([S:11]([NH2:14])(=[O:13])=[O:12])=[CH:9][CH:8]=[CH:7][C:5]=2[N:6]=1.C[Al](C)C.[CH3:19][O:20][C:21]1[CH:26]=[C:25]([CH3:27])[N:24]=[C:23]([NH:28][C:29](=O)[O:30]C)[N:22]=1.Cl>ClCCCl>[CH3:19][O:20][C:21]1[CH:26]=[C:25]([CH3:27])[N:24]=[C:23]([NH:28][C:29]([NH:14][S:11]([C:10]2[C:4]3[S:3][C:2]([CH3:1])=[N:6][C:5]=3[CH:7]=[CH:8][CH:9]=2)(=[O:13])=[O:12])=[O:30])[N:22]=1. Procedure details: A suspension of 1.5 g of the product from Example 9 in 33 mL of 1,2-dichloroethane was cooled to 0° C. under a nitrogen atmosphere and treated with 3.6 mL of trimethylaluminum (2M solution in toluene). The mixture was warmed briefly to 50°-60° C., recooled to room temperature, and treated with 1.4 g of 4-methoxy-6-methylpyrimidin-2-yl-carbamic acid, methyl ester. This reaction mixture was heated at reflux temperature for approximately 48 hours and was then cooled to 0° C. and acidified by the ad... Reactants: C(=O)(O)C(CCCCCC=1C(CCC1)=O)CC (2-(6-carboxyoctyl)-2-cyclopentenone), magnesia-silica gel, C(C)O (ethanol), S(=O)(Cl)Cl (thionyl chloride), acid chloride. Product: C(=O)(OCC)C(CCCCCC=1C(CCC1)=O)CC (2-(6-carbethoxyoctyl)-2-cyclopentenone). Reaction SMILES: [C:1]([CH:4]([CH2:16][CH3:17])[CH2:5][CH2:6][CH2:7][CH2:8][CH2:9][C:10]1[C:11](=[O:15])[CH2:12][CH2:13][CH:14]=1)([OH:3])=[O:2].S(Cl)(Cl)=O.[CH2:22](O)[CH3:23]>>[C:1]([CH:4]([CH2:16][CH3:17])[CH2:5][CH2:6][CH2:7][CH2:8][CH2:9][C:10]1[C:11](=[O:15])[CH2:12][CH2:13][CH:14]=1)([O:3][CH2:22][CH3:23])=[O:2]. Procedure details: Treatment of 2-(6-carboxyoctyl)-2-cyclopentenone (Example 154) with thionyl chloride and then treatment of the acid chloride with ethanol in the manner described in Example 264 give an amber oil. The oil is placed on a magnesia-silica gel column and eluted with 3:1 benzene:ether. The solvent is removed and the residue is distilled, b.p. 122° C. (0.06 mm). Reactants: [H][H] (hydrogen), FC=1C=NC=CC1NN1C=CC2=CC(=CC=C12)OCC1=CC=CC=C1 (1-(3-fluoro-4-pyridinylamino)-5-phenylmethoxy-1H-indole). The reagents and catalysts are [Pd] (Pd/C). The solvent is C(C)O (ethanol), C(C)O (ethanol). Product: FC=1C=NC=CC1NN1C=CC2=CC(=CC=C12)O (1-(3-Fluoro-4-pyridinylamino)-1H-indol-5-ol). Isolated yield 137.1%. As a reaction SMILES: [F:1][C:2]1[CH:3]=[N:4][CH:5]=[CH:6][C:7]=1[NH:8][N:9]1[C:17]2[C:12](=[CH:13][C:14]([O:18]CC3C=CC=CC=3)=[CH:15][CH:16]=2)[CH:11]=[CH:10]1.[H][H]>C(O)C.[Pd]>[F:1][C:2]1[CH:3]=[N:4][CH:5]=[CH:6][C:7]=1[NH:8][N:9]1[C:17]2[C:12](=[CH:13][C:14]([OH:18])=[CH:15][CH:16]=2)[CH:11]=[CH:10]1. Procedure details: In a 500 ml Parr hydrogenation bottle, 10% Pd/C (1.0 g) was suspended in 50 ml ethanol, and to this was added a solution of 1-(3-fluoro-4-pyridinylamino)-5-phenylmethoxy-1H-indole (5.0 g) in 200 ml ethanol. The mixture was shaken at 50° C. under 50 psi hydrogen gas for two hours. After cooling, the mixture was filtered, and the filtrate was concentrated to give an oil (5.0 g) which was eluted on a silica gel column with ethyl acetate/dichloromethane (1:1) via HPLC. The desired fractions were com... Starting materials: C(#N)C1=CC=C(C=C1)S(=O)[O-].[Na+] (Sodium 4-cyano-benzenesulfinate), BrC1=C(C=2C3=C(N(C2C=C1)C)CC1CCC3N1)C(=O)OC(C)(C)C (tert-butyl 2-bromo-5-methyl-5,6,7,8,9,10-hexahydro-7,10-epiminocyclohepta[b]indole-carboxylate). The product is C(#N)C1=CC=C(C=C1)S(=O)(=O)C1=C(C=2C3=C(N(C2C=C1)C)CC1CCC3N1)C(=O)OC(C)(C)C (tert-butyl 2-(4-cyanophenyl)sulfonyl-5-methyl-5,6,7,8,9,10-hexahydro-7,10-epiminocyclohepta[b]indole-carboxylate). Yield: 50.0%. As a reaction SMILES: [C:1]([C:3]1[CH:8]=[CH:7][C:6]([S:9]([O-:11])=[O:10])=[CH:5][CH:4]=1)#[N:2].[Na+].Br[C:14]1[CH:22]=[CH:21][C:20]2[N:19]([CH3:23])[C:18]3[CH2:24][CH:25]4[NH:29][CH:28]([C:17]=3[C:16]=2[C:15]=1[C:30]([O:32][C:33]([CH3:36])([CH3:35])[CH3:34])=[O:31])[CH2:27][CH2:26]4>>[C:1]([C:3]1[CH:4]=[CH:5][C:6]([S:9]([C:14]2[CH:22]=[CH:21][C:20]3[N:19]([CH3:23])[C:18]4[CH2:24][CH:25]5[NH:29][CH:28]([C:17]=4[C:16]=3[C:15]=2[C:30]([O:32][C:33]([CH3:36])([CH3:35])[CH3:34])=[O:31])[CH2:27][CH2:26]5)(=[O:11])=[O:10])=[CH:7][CH:8]=1)#[N:2] |f:0.1|. Reported procedure: Intermediate 11 was coupled with the product of Example 27, step B following the procedure of Example 27, step C. The crude product was purified by flash column chromatography (SiO2, 8:2 hexane/ethyl acetate) to give tert-butyl 2-(4-cyanophenyl)sulfonyl-5-methyl-5,6,7,8,9,10-hexahydro-7,10-epiminocyclohepta[b]indole-carboxylate (184 mg, 50%) as a yellow solid: 1H NMR (CDCl3, 300 MHz) δ 8.18 (s, 1H), 8.05 (dd, J=6.9, 1.5 Hz, 2H), 7.75 (dd, J=6.9, 1.5 Hz, 2H), 7.66 (dd, J=8.7, 1.5 Hz, 1H), 7.33 (d... The reactants are CC(C)(C)OC(=O)NC1(C(=O)NC2(C#N)CC2)CC1, CC[O-], CCO, [Cl-], N, [NH4+], [Na+]. The product is CC(C)(C)OC(=O)NC1(C(=O)NC2(C(=N)N)CC2)CC1, Cl. As a reaction SMILES: [C:1]([CH3:2])([CH3:3])([CH3:4])[O:5][C:6]([NH:7][C:8]1([C:11]([NH:12][C:13]2([C:16]#[N:17])[CH2:14][CH2:15]2)=[O:18])[CH2:9][CH2:10]1)=[O:19].[CH3:20][CH2:21][O-:22].[CH3:27][CH2:28][OH:29].[Cl-:24].[NH3:26].[NH4+:25].[Na+:23]>>[C:1]([CH3:2])([CH3:3])([CH3:4])[O:5][C:6]([NH:7][C:8]1([C:11]([NH:12][C:13]2([C:16]([NH2:17])=[NH:25])[CH2:14][CH2:15]2)=[O:18])[CH2:9][CH2:10]1)=[O:19].[ClH:24].